Dataset: the Open Reaction Database (ORD), a public repository of structured organic reaction records. Task: describe an organic reaction: reactants, conditions, products, and yield The reactants are BrCC1=C(C(=O)O)C=CC(=C1)OC (2-bromomethyl-4-methoxybenzoic acid), C1(=CC=CC=C1)P(C1=CC=CC=C1)C1=CC=CC=C1 (triphenylphosphine), ClC=1C=C(C=O)C=CC1 (3-chlorobenzaldehyde), C[O-].[Na+] (NaOMe). The solvent is CO (methanol). Product: ClC=1C=C(C=CC1)C=CC1=C(C(=O)O)C=CC(=C1)OC (2-[2-(3-Chlorophenyl)-vinyl]-4-methoxybenzoic acid). RXN SMILES: Br[CH2:2][C:3]1[CH:11]=[C:10]([O:12][CH3:13])[CH:9]=[CH:8][C:4]=1[C:5]([OH:7])=[O:6].C1(P(C2C=CC=CC=2)C2C=CC=CC=2)C=CC=CC=1.[Cl:33][C:34]1[CH:35]=[C:36]([CH:39]=[CH:40][CH:41]=1)[CH:37]=O.C[O-].[Na+]>CO>[Cl:33][C:34]1[CH:35]=[C:36]([CH:37]=[CH:2][C:3]2[CH:11]=[C:10]([O:12][CH3:13])[CH:9]=[CH:8][C:4]=2[C:5]([OH:7])=[O:6])[CH:39]=[CH:40][CH:41]=1 |f:3.4|. Procedure details: For the synthesis of the title compound, 45.6 g (0.186 mol) of 2-bromomethyl-4-methoxybenzoic acid, 48.8 g (0.186 mol) of triphenylphosphine, 26.1 g (0.186 mol) of 3-chlorobenzaldehyde and 84.0 g (0.435 mol) of NaOMe (28%) in 150 ml of methanol are reacted by method I. Purification is carried out by recrystallization from methanol at 4° C. The reactants are BrC=1C=C(C=CC1)C1NC2=C(C=C(C=C2C(C1)(C)C)F)C (2-(3-bromo-phenyl)-6-fluoro-4,4,8-trimethyl-1,2,3,4-tetrahydro-quinoline), NC1(CC1)C(=O)O (1-amino-cyclopropanecarboxylic acid), C([O-])([O-])=O.[K+].[K+] (potassium carbonate). The reagents and catalysts are [Cu]I (copper(I) iodide). Run in CS(=O)C (dimethyl sulfoxide). Product: FC=1C=C2C(CC(NC2=C(C1)C)C=1C=C(C=CC1)NC1(CC1)C(=O)O)(C)C (1-[3-(6-fluoro-4,4,8-trimethyl-1,2,3,4-tetrahydro-quinolin-2-yl)-phenylamino]-cyclopropanecarboxylic acid). Yield: 28.4%. As a reaction SMILES: Br[C:2]1[CH:3]=[C:4]([CH:8]2[CH2:17][C:16]([CH3:19])([CH3:18])[C:15]3[C:10](=[C:11]([CH3:21])[CH:12]=[C:13]([F:20])[CH:14]=3)[NH:9]2)[CH:5]=[CH:6][CH:7]=1.[NH2:22][C:23]1([C:26]([OH:28])=[O:27])[CH2:25][CH2:24]1.C(=O)([O-])[O-].[K+].[K+]>CS(C)=O.[Cu]I>[F:20][C:13]1[CH:14]=[C:15]2[C:10](=[C:11]([CH3:21])[CH:12]=1)[NH:9][CH:8]([C:4]1[CH:3]=[C:2]([NH:22][C:23]3([C:26]([OH:28])=[O:27])[CH2:25][CH2:24]3)[CH:7]=[CH:6][CH:5]=1)[CH2:17][C:16]2([CH3:19])[CH3:18] |f:2.3.4|. Procedure details: A solution of 2-(3-bromo-phenyl)-6-fluoro-4,4,8-trimethyl-1,2,3,4-tetrahydro-quinoline (348.0 mg, 1.0 mmol), copper(I) iodide (57.0 mg, 0.3 mmol), 1-amino-cyclopropanecarboxylic acid (309.0 mg, 3.0 mmol) and potassium carbonate (415.0 mg, 3.0 mmol) in dimethyl sulfoxide (2.0 mL) was stirred at 120° C. for 16 h. Then the reaction mixture was cooled to room temperature and extracted with ethyl acetate (150 mL×2), washed with water (50 mL×2) and saturated aqueous ammonium chloride solution (50 mL×2... The reactants are N1=CC=CC=C1 (Pyridine), C(C1=CC=CC=C1)OC(=O)C(N1C(CC1CCOC(C)=O)=O)O (1-(Benzyloxycarbonyl hydroxymethyl)-4-(2-acetoxyethyl)-2-azetidinone), S(=O)(Cl)Cl (thionylchloride). Solvent: C1CCOC1 (THF). Run at temperature -20 celsius, time 5 minute. The product is C(C1=CC=CC=C1)OC(=O)C(N1C(CC1CCOC(C)=O)=O)Cl (1-(Benzyloxycarbonylchloromethyl)-4-(2-acetoxyethyl)-2-azetidinone). As a reaction SMILES: [CH2:1]([O:8][C:9]([CH:11](O)[N:12]1[CH:15]([CH2:16][CH2:17][O:18][C:19](=[O:21])[CH3:20])[CH2:14][C:13]1=[O:22])=[O:10])[C:2]1[CH:7]=[CH:6][CH:5]=[CH:4][CH:3]=1.N1C=CC=CC=1.S(Cl)([Cl:32])=O>C1COCC1>[CH2:1]([O:8][C:9]([CH:11]([Cl:32])[N:12]1[CH:15]([CH2:16][CH2:17][O:18][C:19](=[O:21])[CH3:20])[CH2:14][C:13]1=[O:22])=[O:10])[C:2]1[CH:7]=[CH:6][CH:5]=[CH:4][CH:3]=1. Procedure: 1-(Benzyloxycarbonyl hydroxymethyl)-4-(2-acetoxyethyl)-2-azetidinone (1.8 g) is dissolved in 30 ml THF under N2 and cooled to -20° C. Pyridine 0.45 ml is added and then thionylchloride (0.390 ml in 4 ml THF) is added dropwise over 2 minutes. The reaction mixture is stirred at -20° C., for 5 minutes. The cooling bath is removed and the reaction mixture is stirred for another 25 minutes. The reaction mixture is diluted with 30 ml benzene and filtered. The filtrate is evaporated under reduced press... The reactants are COc1ccc(-c2cc(CCC=O)nn2C(C)(C)C)cc1, COc1ccc(N2CCNCC2)cc1, CCN(C(C)C)C(C)C. Yields the product COc1ccc(-c2cc(CCCN3CCN(c4ccc(OC)cc4)CC3)nn2C(C)(C)C)cc1. As a reaction SMILES: [C:1]([CH3:2])([CH3:3])([CH3:4])[n:5]1[n:6][c:7]([CH2:18][CH2:19][CH:20]=[O:21])[cH:8][c:9]1-[c:10]1[cH:11][cH:12][c:13]([O:16][CH3:17])[cH:14][cH:15]1.[CH3:22][O:23][c:24]1[cH:25][cH:26][c:27]([N:30]2[CH2:31][CH2:32][NH:33][CH2:34][CH2:35]2)[cH:28][cH:29]1.[CH:36]([N:37]([CH2:38][CH3:39])[CH:40]([CH3:41])[CH3:42])([CH3:43])[CH3:44]>>[C:1]([CH3:2])([CH3:3])([CH3:4])[n:5]1[n:6][c:7]([CH2:18][CH2:19][CH2:20][N:33]2[CH2:32][CH2:31][N:30]([c:27]3[cH:26][cH:25][c:24]([O:23][CH3:22])[cH:29][cH:28]3)[CH2:35][CH2:34]2)[cH:8][c:9]1-[c:10]1[cH:11][cH:12][c:13]([O:16][CH3:17])[cH:14][cH:15]1. The reactants are ClCCl, O=C(Cl)c1ccccc1F, CCCCn1nc(C)c(C#N)c1N, c1ccncc1. The product is CCCCn1nc(C)c(C#N)c1NC(=O)c1ccccc1F. As a reaction SMILES: [Cl:30][CH2:31][Cl:32].[F:14][c:15]1[c:16]([C:17](=[O:18])[Cl:19])[cH:20][cH:21][cH:22][cH:23]1.[NH2:1][c:2]1[c:3]([C:12]#[N:13])[c:4]([CH3:11])[n:5][n:6]1[CH2:7][CH2:8][CH2:9][CH3:10].[n:24]1[cH:25][cH:26][cH:27][cH:28][cH:29]1>>[NH:1]([c:2]1[c:3]([C:12]#[N:13])[c:4]([CH3:11])[n:5][n:6]1[CH2:7][CH2:8][CH2:9][CH3:10])[C:17]([c:16]1[c:15]([F:14])[cH:23][cH:22][cH:21][cH:20]1)=[O:18]. The reactants are Cl.Cl.CN(C1CCNCC1)C (4-(Dimethylamino)piperidine dihydrochloride), C([O-])([O-])=O.[Cs+].[Cs+] (cesium carbonate), C(C1=CC=CC=C1)OC1=C(C(=O)NC2=C(C(=O)OC(C)(C)C)C=CC(=C2)C2=CC=CC=C2)C=C(C=C1)Br (tert-butyl 2-(2-(benzyloxy)-5-bromobenzamido)-4-phenylbenzoate), C([O-])([O-])=O.[Cs+].[Cs+] (cesium carbonate), P(=O)([O-])([O-])[O-].[K+].[K+].[K+] (tripotassium phosphate). Reagents/catalysts: C=1C=CC(=CC1)/C=C/C(=O)/C=C/C2=CC=CC=C2.C=1C=CC(=CC1)/C=C/C(=O)/C=C/C2=CC=CC=C2.C=1C=CC(=CC1)/C=C/C(=O)/C=C/C2=CC=CC=C2.[Pd].[Pd] (tris(dibenzylideneacetone)dipalladium(0)), C(C)(=O)[O-].[Pd+2].C(C)(=O)[O-] (palladium(II) acetate), C1(CCCCC1)P(C1=C(C=CC=C1)C1=C(C=C(C=C1C(C)C)C(C)C)C(C)C)C1CCCCC1 (2-dicyclohexylphosphino-2′,4′,6′-triisopropylbiphenyl), C=1C=CC(=CC1)/C=C/C(=O)/C=C/C2=CC=CC=C2.C=1C=CC(=CC1)/C=C/C(=O)/C=C/C2=CC=CC=C2.C=1C=CC(=CC1)/C=C/C(=O)/C=C/C2=CC=CC=C2.[Pd].[Pd] (tris(dibenzylideneacetone)dipalladium(0)), C(C)(=O)[O-].[Pd+2].C(C)(=O)[O-] (palladium(II) acetate), C1(CCCCC1)P(C1=C(C=CC=C1)C1=C(C=C(C=C1C(C)C)C(C)C)C(C)C)C1CCCCC1 (2-dicyclohexylphosphino-2′,4′,6′-triisopropylbiphenyl), C=1C=CC(=CC1)/C=C/C(=O)/C=C/C2=CC=CC=C2.C=1C=CC(=CC1)/C=C/C(=O)/C=C/C2=CC=CC=C2.C=1C=CC(=CC1)/C=C/C(=O)/C=C/C2=CC=CC=C2.[Pd].[Pd] (tris(dibenzylideneacetone)dipalladium(0)), C(C)(=O)[O-].[Pd+2].C(C)(=O)[O-] (palladium(II) acetate), C1(CCCCC1)P(C1=C(C=CC=C1)C1=C(C=C(C=C1C(C)C)C(C)C)C(C)C)C1CCCCC1 (2-dicyclohexylphosphino-2′,4′,6′-triisopropylbiphenyl). The solvent is C1(=CC=CC=C1)C (toluene), C(Cl)(Cl)Cl (chloroform), O (water). Product: C(C1=CC=CC=C1)OC1=C(C(=O)NC2=C(C(=O)OC(C)(C)C)C=CC(=C2)C2=CC=CC=C2)C=C(C=C1)N1CCC(CC1)N(C)C (tert-butyl 2-(2-(benzyloxy)-5-(4-(dimethylamino)piperidin-1-yl)benzamido)-4-phenylbenzoate). Yield: 79.9%. RXN SMILES: Cl.Cl.[CH3:3][N:4]([CH3:11])[CH:5]1[CH2:10][CH2:9][NH:8][CH2:7][CH2:6]1.C(=O)([O-])[O-].[Cs+].[Cs+].[CH2:18]([O:25][C:26]1[CH:53]=[CH:52][C:51](Br)=[CH:50][C:27]=1[C:28]([NH:30][C:31]1[CH:43]=[C:42]([C:44]2[CH:49]=[CH:48][CH:47]=[CH:46][CH:45]=2)[CH:41]=[CH:40][C:32]=1[C:33]([O:35][C:36]([CH3:39])([CH3:38])[CH3:37])=[O:34])=[O:29])[C:19]1[CH:24]=[CH:23][CH:22]=[CH:21][CH:20]=1.P([O-])([O-])([O-])=O.[K+].[K+].[K+]>C1C=CC(/C=C/C(/C=C/C2C=CC=CC=2)=O)=CC=1.C1C=CC(/C=C/C(/C=C/C2C=CC=CC=2)=O)=CC=1.C1C=CC(/C=C/C(/C=C/C2C=CC=CC=2)=O)=CC=1.[Pd].[Pd].C([O-])(=O)C.[Pd+2].C([O-])(=O)C.C1(P(C2CCCCC2)C2C=CC=CC=2C2C(C(C)C)=CC(C(C)C)=CC=2C(C)C)CCCCC1.C(Cl)(Cl)Cl.O.C1(C)C=CC=CC=1>[CH2:18]([O:25][C:26]1[CH:53]=[CH:52][C:51]([N:8]2[CH2:9][CH2:10][CH:5]([N:4]([CH3:11])[CH3:3])[CH2:6][CH2:7]2)=[CH:50][C:27]=1[C:28]([NH:30][C:31]1[CH:43]=[C:42]([C:44]2[CH:49]=[CH:48][CH:47]=[CH:46][CH:45]=2)[CH:41]=[CH:40][C:32]=1[C:33]([O:35][C:36]([CH3:39])([CH3:38])[CH3:37])=[O:34])=[O:29])[C:19]1[CH:20]=[CH:21][CH:22]=[CH:23][CH:24]=1 |f:0.1.2,3.4.5,7.8.9.10,11.12.13.14.15,16.17.18|. Procedure: 4-(Dimethylamino)piperidine dihydrochloride (0.11 g), cesium carbonate (0.44 g), tris(dibenzylideneacetone)dipalladium(0) (2.5 mg), 2-dicyclohexylphosphino-2′,4′,6′-triisopropylbiphenyl (6.4 mg), and palladium(II) acetate (1.2 mg) were added to a toluene (2.3 mL) solution of tert-butyl 2-(2-(benzyloxy)-5-bromobenzamido)-4-phenylbenzoate (0.15 g), followed by heating to reflux under a nitrogen atmosphere for 3 hours. The reaction mixture was cooled to room temperature, and cesium carbonate (0.13 ... Reactants: FC1=CC(=C(C=C1)C1=C(C=NC=C1)N(C(=O)C=1C=C(C=C(C1)C(F)(F)F)SCCC(=O)OC)C)OC (methyl 3-(3-((4-(4-fluoro-2-methoxyphenyl)pyridin-3-yl)(methyl)-carbamoyl)-5-(trifluoromethyl)phenylthio)propanoate), CO (MeOH), OOS(=O)[O-].[K+] (Oxone), [NH4+].[Cl-] (NH4Cl), CCOC(=O)C (EtOAc). Run in O (water). Conditions: time 1.75 hour. Yields the product COC(CCS(=O)(=O)C1=CC(=CC(=C1)C(F)(F)F)C(N(C)C=1C=NC=CC1C1=C(C=C(C=C1)F)OC)=O)=O (3-(3-{[4-(4-Fluoro-2-methoxy-phenyl)-pyridin-3-yl]-methyl-carbamoyl}-5-trifluoromethyl-benzenesulfonyl)-propionic acid methyl ester). RXN SMILES: [F:1][C:2]1[CH:7]=[CH:6][C:5]([C:8]2[CH:13]=[CH:12][N:11]=[CH:10][C:9]=2[N:14]([CH3:34])[C:15]([C:17]2[CH:18]=[C:19](SCCC(OC)=O)[CH:20]=[C:21]([C:23]([F:26])([F:25])[F:24])[CH:22]=2)=[O:16])=[C:4]([O:35][CH3:36])[CH:3]=1.O[O:38][S:39]([O-:41])=O.[K+].[NH4+].[Cl-].C[CH2:46][O:47][C:48]([CH3:50])=[O:49].[CH3:51]O>O>[CH3:46][O:47][C:48](=[O:49])[CH2:50][CH2:51][S:39]([C:19]1[CH:20]=[C:21]([C:23]([F:26])([F:25])[F:24])[CH:22]=[C:17]([C:15](=[O:16])[N:14]([C:9]2[CH:10]=[N:11][CH:12]=[CH:13][C:8]=2[C:5]2[CH:6]=[CH:7][C:2]([F:1])=[CH:3][C:4]=2[O:35][CH3:36])[CH3:34])[CH:18]=1)(=[O:41])=[O:38] |f:1.2,3.4|. Procedure details: To a suspension of methyl 3-(3-((4-(4-fluoro-2-methoxyphenyl)pyridin-3-yl)(methyl)-carbamoyl)-5-(trifluoromethyl)phenylthio)propanoate (0.2 g, 383 μmol, Example 225) in MeOH (6 mL) and water (0.5 mL) at 0° C. was added Oxone® (588 mg, 957 μmol) and the colorless mixture was stirred at room temperature for 1.75 hours. The white suspension was poured on saturated aqueous NH4Cl solution and EtOAc. The two layers were separated. The aqueous layer was extracted twice with EtOAc. The organic layers we... Starting materials: [H-].[Na+] (sodium hydride), COC1=NC(=NC(=C1)C)N (4-methoxy-6-methylpyrimidin-2-amine), CN(C)C=O (DMF), suspension, CI (methyl iodide). Conditions: temperature 23 celsius, time 20 minute. Yields the product COC1=NC(=NC(=C1)C)N(C)C (4-methoxy-N,N,6-trimethylpyrimidin-2-amine). RXN SMILES: [CH3:1][O:2][C:3]1[CH:8]=[C:7]([CH3:9])[N:6]=C(N)[N:4]=1.CI.[H-].[Na+].[CH3:15][N:16]([CH:18]=O)[CH3:17]>>[CH3:1][O:2][C:3]1[CH:8]=[C:7]([CH3:9])[N:6]=[C:18]([N:16]([CH3:15])[CH3:17])[N:4]=1 |f:2.3|. Reported procedure: To a stirred solution containing 1.0 g (7.19 mmol) of 4-methoxy-6-methylpyrimidin-2-amine in 10 mL of anf DMF were added 1.35 mL (21.6 mmol) of methyl iodide followed by 853 mg (21.6 mmol) of 60% suspension of sodium hydride in mineral oil. The reaction mixture was stirred at 23° C. for 20 min. The reaction mixture was quenched with water and concentrated under diminished pressure in order to remove as much DMF as possible. The residue was dissolved in 70 mL of ethyl acetate and washed with 50-m... Reactants: CO, Cl, [H][H], CC(=O)NC1(C)CCN(Cc2ccccc2)CC1. Product: Cl, CC(=O)NC1(C)CCNCC1. Reaction SMILES: [CH3:22][OH:23].[ClH:1].[H:20][H:21].[c:2]1([CH2:3][N:9]2[CH2:10][CH2:11][C:12]([CH3:15])([NH:16][C:17]([CH3:18])=[O:19])[CH2:13][CH2:14]2)[cH:4][cH:5][cH:6][cH:7][cH:8]1>>[ClH:1].[NH:9]1[CH2:10][CH2:11][C:12]([CH3:15])([NH:16][C:17]([CH3:18])=[O:19])[CH2:13][CH2:14]1. Reactants: C(C)(=O)N1C(CC(C2=CC(=CC=C12)N)(C)C1=CC=CC=C1)(C)C (1-acetyl-6-amino-4-phenyl-1,2,3,4-tetrahydro-2,2,4-trimethylquinoline), C1(=CC=CC=C1)CCC(=O)Cl (3-phenylpropionyl chloride), C(C)(C)N(C(C)C)CC (N,N-diisopropylethylamine). Run in O1CCCC1 (tetrahydrofuran). The product is C(C)(=O)N1C(CC(C2=CC(=CC=C12)NC(CCC1=CC=CC=C1)=O)(C)C1=CC=CC=C1)(C)C (1-Acetyl-4-phenyl-6-(3-phenylpropionyl)amino-1,2,3,4-tetrahydro-2,2,4-trimethylquinoline). Reaction SMILES: [C:1]([N:4]1[C:13]2[C:8](=[CH:9][C:10]([NH2:14])=[CH:11][CH:12]=2)[C:7]([C:16]2[CH:21]=[CH:20][CH:19]=[CH:18][CH:17]=2)([CH3:15])[CH2:6][C:5]1([CH3:23])[CH3:22])(=[O:3])[CH3:2].[C:24]1([CH2:30][CH2:31][C:32](Cl)=[O:33])[CH:29]=[CH:28][CH:27]=[CH:26][CH:25]=1.C(N(CC)C(C)C)(C)C>O1CCCC1>[C:1]([N:4]1[C:13]2[C:8](=[CH:9][C:10]([NH:14][C:32](=[O:33])[CH2:31][CH2:30][C:24]3[CH:29]=[CH:28][CH:27]=[CH:26][CH:25]=3)=[CH:11][CH:12]=2)[C:7]([C:16]2[CH:21]=[CH:20][CH:19]=[CH:18][CH:17]=2)([CH3:15])[CH2:6][C:5]1([CH3:23])[CH3:22])(=[O:3])[CH3:2]. Procedure details: Acylation of 1-acetyl-6-amino-4-phenyl-1,2,3,4-tetrahydro-2,2,4-trimethylquinoline (10 mg) with 3-phenylpropionyl chloride (11 mg) and N,N-diisopropylethylamine (22 μl) in tetrahydrofuran (1 ml) was performed according to the method described in example 6.